This data is from the Open Reaction Database (ORD), a public repository of structured organic reaction records. The task is: describe an organic reaction: reactants, conditions, products, and yield Starting materials: C=C(C)c1cccc(Br)n1, O=C([O-])[O-], CCO, COCCOC, CC1C(c2cc(C(F)(F)F)cc(C(F)(F)F)c2)OC(=O)N1Cc1cc(C(F)(F)F)ccc1B1OC(C)(C)C(C)(C)O1, [Na+], [Na+], c1ccc(P(c2ccccc2)(c2ccccc2)[Pd](P(c2ccccc2)(c2ccccc2)c2ccccc2)(P(c2ccccc2)(c2ccccc2)c2ccccc2)P(c2ccccc2)(c2ccccc2)c2ccccc2)cc1. The product is C=C(C)c1cccc(-c2ccc(C(F)(F)F)cc2CN2C(=O)OC(c3cc(C(F)(F)F)cc(C(F)(F)F)c3)C2C)n1. As a reaction SMILES: [Br:1][c:2]1[n:3][c:4]([C:8](=[CH2:9])[CH3:10])[cH:5][cH:6][cH:7]1.[C:58](=[O:59])([O-:60])[O-:61].[CH3:141][CH2:142][OH:143].[CH3:52][O:53][CH2:54][CH2:55][O:56][CH3:57].[F:11][C:12]([c:13]1[cH:14][c:15]([CH:23]2[CH:24]([CH3:49])[N:25]([CH2:29][c:30]3[c:31]([B:40]4[O:41][C:42]([CH3:43])([CH3:44])[C:45]([CH3:46])([CH3:47])[O:48]4)[cH:32][cH:33][c:34]([C:36]([F:37])([F:38])[F:39])[cH:35]3)[C:26](=[O:28])[O:27]2)[cH:16][c:17]([C:19]([F:20])([F:21])[F:22])[cH:18]1)([F:50])[F:51].[Na+:62].[Na+:63].[cH:64]1[cH:65][cH:66][c:67]([P:68]([Pd:69]([P:70]([c:71]2[cH:72][cH:73][cH:74][cH:75][cH:76]2)([c:77]2[cH:78][cH:79][cH:80][cH:81][cH:82]2)[c:83]2[cH:84][cH:85][cH:86][cH:87][cH:88]2)([P:89]([c:90]2[cH:91][cH:92][cH:93][cH:94][cH:95]2)([c:96]2[cH:97][cH:98][cH:99][cH:100][cH:101]2)[c:102]2[cH:103][cH:104][cH:105][cH:106][cH:107]2)[P:108]([c:109]2[cH:110][cH:111][cH:112][cH:113][cH:114]2)([c:115]2[cH:116][cH:117][cH:118][cH:119][cH:120]2)[c:121]2[cH:122][cH:123][cH:124][cH:125][cH:126]2)([c:127]2[cH:128][cH:129][cH:130][cH:131][cH:132]2)[c:133]2[cH:134][cH:135][cH:136][cH:137][cH:138]2)[cH:139][cH:140]1>>[c:2]1(-[c:31]2[c:30]([CH2:29][N:25]3[CH:24]([CH3:49])[CH:23]([c:15]4[cH:14][c:13]([C:12]([F:11])([F:50])[F:51])[cH:18][c:17]([C:19]([F:20])([F:21])[F:22])[cH:16]4)[O:27][C:26]3=[O:28])[cH:35][c:34]([C:36]([F:37])([F:38])[F:39])[cH:33][cH:32]2)[n:3][c:4]([C:8](=[CH2:9])[CH3:10])[cH:5][cH:6][cH:7]1. The reactants are C(C)(C)(C)C=1C=C(C=CC1O)C(CCC(=O)OCC)(C)C1=CC(=C(C=C1)O)C(C)(C)C (ethyl 4,4-bis-(3-tert.-butyl-4-hydroxyphenyl)-valerate), NC1CC(NC(C1)(C)C)(C)C (4-amino-2,2,6,6-tetramethylpiperidine). The product is C(C)(C)(C)C=1C=C(C=CC1O)C(CCC(=O)NC1CC(NC(C1)(C)C)(C)C)(C)C1=CC(=C(C=C1)O)C(C)(C)C (4-[4,4-bis-(3-tert.-butyl-4-hydroxyphenyl)-valeramido]-2,2,6,6-tetramethylpiperidine). Reaction SMILES: [C:1]([C:5]1[CH:6]=[C:7]([C:12]([C:21]2[CH:26]=[CH:25][C:24]([OH:27])=[C:23]([C:28]([CH3:31])([CH3:30])[CH3:29])[CH:22]=2)([CH3:20])[CH2:13][CH2:14][C:15](OCC)=[O:16])[CH:8]=[CH:9][C:10]=1[OH:11])([CH3:4])([CH3:3])[CH3:2].[NH2:32][CH:33]1[CH2:38][C:37]([CH3:40])([CH3:39])[NH:36][C:35]([CH3:42])([CH3:41])[CH2:34]1>>[C:1]([C:5]1[CH:6]=[C:7]([C:12]([C:21]2[CH:26]=[CH:25][C:24]([OH:27])=[C:23]([C:28]([CH3:29])([CH3:30])[CH3:31])[CH:22]=2)([CH3:20])[CH2:13][CH2:14][C:15]([NH:32][CH:33]2[CH2:34][C:35]([CH3:42])([CH3:41])[NH:36][C:37]([CH3:40])([CH3:39])[CH2:38]2)=[O:16])[CH:8]=[CH:9][C:10]=1[OH:11])([CH3:2])([CH3:4])[CH3:3]. Reported procedure: Reacting ethyl 4,4-bis-(3-tert.-butyl-4-hydroxyphenyl)-valerate analogously with 4-amino-2,2,6,6-tetramethylpiperidine produces 4-[4,4-bis-(3-tert.-butyl-4-hydroxyphenyl)-valeramido]-2,2,6,6-tetramethylpiperidine having a melting point 133°. Reactants: CCOP(=O)(CC#N)OCC, CC(C)(C)[O-], CC(C)(C)OC(=O)N1CCC(C=O)CC1, [K+], C1CCOC1. Yields the product CC(C)(C)OC(=O)N1CCC(C=CC#N)CC1. RXN SMILES: [C:7](#[N:8])[CH2:9][P:10](=[O:11])([O:12][CH2:13][CH3:14])[O:15][CH2:16][CH3:17].[CH3:1][C:2]([CH3:3])([O-:4])[CH3:5].[CH:18](=[O:19])[CH:20]1[CH2:21][CH2:22][N:23]([C:26](=[O:27])[O:28][C:29]([CH3:30])([CH3:31])[CH3:32])[CH2:24][CH2:25]1.[K+:6].[O:33]1[CH2:34][CH2:35][CH2:36][CH2:37]1>>[C:7](#[N:8])[CH:9]=[CH:18][CH:20]1[CH2:21][CH2:22][N:23]([C:26](=[O:27])[O:28][C:29]([CH3:30])([CH3:31])[CH3:32])[CH2:24][CH2:25]1.